From a dataset of the Open Reaction Database (ORD), a public repository of structured organic reaction records. describe an organic reaction: reactants, conditions, products, and yield The reactants are CC([O-])C.[Y+3].CC([O-])C.CC([O-])C (yttrium isopropoxide), CC([O-])C.[Y+3].CC([O-])C.CC([O-])C (yttrium isopropoxide), NiO, [N+](=O)([O-])[O-].[Y+3].[N+](=O)([O-])[O-].[N+](=O)([O-])[O-] (yttrium nitrate). Reagents/catalysts: [N+](=O)([O-])[O-].[Ni+2].[N+](=O)([O-])[O-] (nickel nitrate). The solvent is C(C)(C)O (isopropanol), C(C)(C)O (isopropanol), C(C)O (ethanol), C(C)(C)O (isopropanol), [N+](=O)(O)[O-] (nitric acid), C(C)O (ethanol). Product: [N+](=O)([O-])[O-].[Y+3].[N+](=O)([O-])[O-].[N+](=O)([O-])[O-] (Yttrium nitrate), [Y] (yttrium). Reaction SMILES: [N+:1]([O-:4])([O-:3])=[O:2].[Y+3:5].[N+:6]([O-:9])([O-:8])=[O:7].[N+:10]([O-:13])([O-:12])=[O:11].CC(C)[O-].[Y+3].CC(C)[O-].CC(C)[O-]>C(O)C.[N+]([O-])(O)=O.C(O)(C)C.[N+]([O-])([O-])=O.[Ni+2].[N+]([O-])([O-])=O>[N+:1]([O-:4])([O-:3])=[O:2].[Y+3:5].[N+:6]([O-:9])([O-:8])=[O:7].[N+:10]([O-:13])([O-:12])=[O:11].[Y:5] |f:0.1.2.3,4.5.6.7,11.12.13,14.15.16.17|. Reported procedure: The precursor for the NiO gel is nickel nitrate dissolved in ethanol or isopropanol. The precursor for Y2O3 is either yttrium nitrate or yttrium isopropoxide. Yttrium nitrate solution is prepared by dissolving Y2O3 in nitric acid solution. The solution is then evaporated to dryness to prepare yttrium nitrate which is then dissolved in ethanol or isopropanol at a pH of about 3. Alternatively, yttrium sol is prepared by dissolving yttrium isopropoxide in isopropanol. The reactants are [Si](C)(C)(C(C)(C)C)OCC(C(=O)OC)(C)C (methyl 3-(tert-butyldimethylsilyloxy)-2,2-dimethylpropanoate), CC(C(CC#N)=O)C (4-methyl-3-oxopentanenitrile). The product is OCC(C(CC#N)=O)(C)C (5-hydroxy-4,4-dimethyl-3-oxopentanenitrile). Isolated yield 29.0%. Reaction SMILES: [Si]([O:8][CH2:9][C:10]([CH3:16])([CH3:15])[C:11]([O:13]C)=O)(C(C)(C)C)(C)C.CC(C)C(=O)[CH2:20][C:21]#[N:22]>>[OH:8][CH2:9][C:10]([CH3:15])([CH3:16])[C:11](=[O:13])[CH2:20][C:21]#[N:22]. Reported procedure: Prepared from methyl 3-(tert-butyldimethylsilyloxy)-2,2-dimethylpropanoate (6 g, 24.39 mmol) according to the method described for 4-methyl-3-oxopentanenitrile Example XA Step 1. Purification via silica gel chromatography eluting with 33% ethyl acetate in petroleum ether afforded 5-hydroxy-4,4-dimethyl-3-oxopentanenitrile as a yellow oil (1 g, 29%). 1H NMR (300 MHz, CDCl3) δ 3.76 (s, 2H), 3.61 (s, 2H), 1.19 (s, 6H). The reactants are CC(C)(C)OC(=O)CBr, CC(C)(C)[Si](C)(C)Oc1cccc2[nH]ccc12, CN(C)C=O, Cl, [H-], [Na+], O. The product is CC(C)(C)OC(=O)Cn1ccc2c(O[Si](C)(C)C(C)(C)C)cccc21. RXN SMILES: [C:20]([CH3:21])([CH3:22])([CH3:23])[O:24][C:25]([CH2:26][Br:27])=[O:28].[C:3]([CH3:4])([CH3:5])([CH3:6])[Si:7]([O:8][c:9]1[c:10]2[cH:11][cH:12][nH:13][c:14]2[cH:15][cH:16][cH:17]1)([CH3:18])[CH3:19].[CH3:30][N:31]([CH3:32])[CH:33]=[O:34].[ClH:29].[H-:1].[Na+:2].[OH2:35]>>[C:3]([CH3:4])([CH3:5])([CH3:6])[Si:7]([O:8][c:9]1[c:10]2[cH:11][cH:12][n:13]([CH2:26][C:25]([O:24][C:20]([CH3:21])([CH3:22])[CH3:23])=[O:28])[c:14]2[cH:15][cH:16][cH:17]1)([CH3:18])[CH3:19]. Starting materials: SC1=NC=NC2=CC=CC=C12 (4-mercaptoquinazoline), C(C1=CC=CC=C1)Cl (benzyl chloride). Product: C(C1=CC=CC=C1)SC1=NC=NC2=CC=CC=C12 (4-Benzylthio-quinazoline). Yield: 47.8%. As a reaction SMILES: [SH:1][C:2]1[C:11]2[C:6](=[CH:7][CH:8]=[CH:9][CH:10]=2)[N:5]=[CH:4][N:3]=1.[CH2:12](Cl)[C:13]1[CH:18]=[CH:17][CH:16]=[CH:15][CH:14]=1>>[CH2:12]([S:1][C:2]1[C:11]2[C:6](=[CH:7][CH:8]=[CH:9][CH:10]=2)[N:5]=[CH:4][N:3]=1)[C:13]1[CH:18]=[CH:17][CH:16]=[CH:15][CH:14]=1. Procedure details: The title compound(5.2 g) was prepared from 4-mercaptoquinazoline(7.0 g) and benzyl chloride(5.5 g). The reactants are ClC=1C=C2C=C(NC2=CC1)C(=O)OCC (ethyl 5-chloroindole-2-carboxylate), C1(=CC=CC=C1)SN1C(CCC1=O)=O (N-(phenylthio)succinimide), B(F)(F)F.CCOCC (boron trifluoride etherate). Run in C(Cl)(Cl)Cl (chloroform), C(=O)(O)[O-].[Na+] (NaHCO3), C(Cl)Cl (methylene chloride). Run at time 2 hour. Product: C1(=CC=CC=C1)SC1=C(NC2=CC=C(C=C12)Cl)C(=O)OCC (Ethyl 3-phenylthio-5-chloroindole-2-carboxylate). Reaction SMILES: [Cl:1][C:2]1[CH:3]=[C:4]2[C:8](=[CH:9][CH:10]=1)[NH:7][C:6]([C:11]([O:13][CH2:14][CH3:15])=[O:12])=[CH:5]2.[C:16]1([S:22]N2C(=O)CCC2=O)[CH:21]=[CH:20][CH:19]=[CH:18][CH:17]=1.B(F)(F)F.CCOCC>C(Cl)Cl.C(Cl)(Cl)Cl.C([O-])(O)=O.[Na+]>[C:16]1([S:22][C:5]2[C:4]3[C:8](=[CH:9][CH:10]=[C:2]([Cl:1])[CH:3]=3)[NH:7][C:6]=2[C:11]([O:13][CH2:14][CH3:15])=[O:12])[CH:21]=[CH:20][CH:19]=[CH:18][CH:17]=1 |f:2.3,6.7|. Procedure details: To a partial suspension of ethyl 5-chloroindole-2-carboxylate (698 mg, 3.1 mmol) and N-(phenylthio)succinimide (683 mg, 3.3 mmol) in anhydrous methylene chloride (20 mL) at ambient temperature under an inert gas atmosphere was added boron trifluoride etherate (0.12 mL, 1.0 mmol). The reaction was monitored by tlc (thin layer chromatography) until complete. After 2 hours, the reaction was diluted with chloroform and neutralized with aq. NaHCO3. The organic layer was dried (Na2SO4), filtered throu... Reactants: CC1=NC2=CC3=C(C=C2C(N1)=O)[C@@H](CC3)N(CC#C)C3=CC=C(C(=O)O)C=C3 (p-[N-((6R)-2-methyl-4-oxo-3,4,7,8-tetrahydro-6H-cyclopenta[g]quinazolin-6-yl)-N-(prop-2-ynyl)amino]benzoic acid), FC1=C(C(=C(C(=C1O)F)F)F)F (pentafluorophenol). The product is CC1=NC2=CC3=C(C=C2C(N1)=O)[C@@H](CC3)N(CC#C)C3=CC=C(C(=O)OC1=C(C(=C(C(=C1F)F)F)F)F)C=C3 (pentafluorophenyl p-[N-((6R)-2-methyl-4-oxo-3,4,7,8-tetrahydro-6H-cyclopenta[g]quinazolin-6-yl)-N-(prop-2-ynyl)amino]benzoate). Isolated yield 68.0%. As a reaction SMILES: [CH3:1][C:2]1[NH:11][C:10](=[O:12])[C:9]2[C:4](=[CH:5][C:6]3[CH2:15][CH2:14][C@@H:13]([N:16]([C:20]4[CH:28]=[CH:27][C:23]([C:24]([OH:26])=[O:25])=[CH:22][CH:21]=4)[CH2:17][C:18]#[CH:19])[C:7]=3[CH:8]=2)[N:3]=1.[F:29][C:30]1[C:35](O)=[C:34]([F:37])[C:33]([F:38])=[C:32]([F:39])[C:31]=1[F:40]>>[CH3:1][C:2]1[NH:11][C:10](=[O:12])[C:9]2[C:4](=[CH:5][C:6]3[CH2:15][CH2:14][C@@H:13]([N:16]([C:20]4[CH:21]=[CH:22][C:23]([C:24]([O:26][C:35]5[C:34]([F:37])=[C:33]([F:38])[C:32]([F:39])=[C:31]([F:40])[C:30]=5[F:29])=[O:25])=[CH:27][CH:28]=4)[CH2:17][C:18]#[CH:19])[C:7]=3[CH:8]=2)[N:3]=1. Reported procedure: Using an analogous procedure to that described in the first paragraph of Example 3, p-[N-((6R)-2-methyl-4-oxo-3,4,7,8-tetrahydro-6H-cyclopenta[g]quinazolin-6-yl)-N-(prop-2-ynyl)amino]benzoic acid was reacted with pentafluorophenol to give pentafluorophenyl p-[N-((6R)-2-methyl-4-oxo-3,4,7,8-tetrahydro-6H-cyclopenta[g]quinazolin-6-yl)-N-(prop-2-ynyl)amino]benzoate in 68% yield. Reactants: ClC1=C(C=C2C(C(=CN(C2=C1)C1CC1)C(=O)O)=O)F (7-chloro-1-cyclopropyl-6-fluoro-1,4-dihydro-4-oxo-3-quinolinecarboxylic acid), C(C)(C)(C)OC(=O)N[C@@H]1CNC[C@@H]1C (cis-3-t-butoxycarbonylamino-4-methylpyrrolidine), C1CCC2=NCCCN2CC1 (DBU). The solvent is C(C)#N (acetonitrile). Run at time 40 minute. Product: N[C@@H]1CN(C[C@@H]1C)C1=C(C=C2C(C(=CN(C2=C1)C1CC1)C(=O)O)=O)F (7-(cis-3-Amino-4-methyl-1-pyrrolidinyl)-1-cyclopropyl-6-fluoro-1,4-dihydro-4-oxo-3-quinolinecarboxylic acid). Yield: 8.9%. Reaction SMILES: Cl[C:2]1[CH:11]=[C:10]2[C:5]([C:6](=[O:18])[C:7]([C:15]([OH:17])=[O:16])=[CH:8][N:9]2[CH:12]2[CH2:14][CH2:13]2)=[CH:4][C:3]=1[F:19].C(OC([NH:27][C@H:28]1[C@@H:32]([CH3:33])[CH2:31][NH:30][CH2:29]1)=O)(C)(C)C.C1CCN2C(=NCCC2)CC1>C(#N)C>[NH2:27][C@H:28]1[C@@H:32]([CH3:33])[CH2:31][N:30]([C:2]2[CH:11]=[C:10]3[C:5]([C:6](=[O:18])[C:7]([C:15]([OH:17])=[O:16])=[CH:8][N:9]3[CH:12]3[CH2:14][CH2:13]3)=[CH:4][C:3]=2[F:19])[CH2:29]1. Procedure details: A mixture of 7-chloro-1-cyclopropyl-6-fluoro-1,4-dihydro-4-oxo-3-quinolinecarboxylic acid (0.7 g), cis-3-t-butoxycarbonylamino-4-methylpyrrolidine (0.62 g), DBU (0.43 g) and anhydrous acetonitrile (30 ml) was refluxed for 52 hours. After cooling, the resulting precipitate was collected by filtration, washed with chilled acetonitrile and this was added to concentrated hydrochloric acid-methanol (1:1, 5 ml) and stirred for 40 minutes at elevated temperature. The reacting mixture was collected by f... Starting materials: solid, Cl.Cl.Cl.O1COC2=C1C=CC=C2N2CCN(CC2)CC[C@@H]2CC[C@H](CC2)N (Trans-4-[2-(4-Benzo[1,3]dioxol-4-yl-piperazin-1-yl)-ethyl]-cyclohexylamine trihydrochloride), Cl.Cl.Cl.O1COC2=C1C=CC=C2N2CCN(CC2)CC[C@@H]2CC[C@H](CC2)N (Trans-4-[2-(4-Benzo[1,3]dioxol-4-yl-piperazin-1-yl)-ethyl]-cyclohexylamine trihydrochloride), COC1(CCCCC1)C(=O)O (1-Methoxycyclohexane-1-carboxylic acid). Procedure details: The title compound, white solid (17.4 mg, 40.8%), MS (ISP) m/z=472.1 [(M+H)+], was prepared in accordance with the general method of example 1 from Trans-4-[2-(4-Benzo[1,3]dioxol-4-yl-piperazin-1-yl)-ethyl]-cyclohexylamine hydrochloride (Intermediate A) (30 mg, 81.5 mmol) and 1-Methoxycyclohexane-1-carboxylic acid. The product is O1COC2=C1C=CC=C2N2CCN(CC2)CC[C@@H]2CC[C@H](CC2)NC(=O)C2(CCCCC2)OC (1-Methoxy-cyclohexanecarboxylic acid-Trans-N-{4-[2-(4-benzo[1,3]dioxol-4-yl-piperazin-1-yl)-ethyl]-cyclohexyl}-amide). RXN SMILES: Cl.Cl.Cl.[O:4]1[C:8]2[CH:9]=[CH:10][CH:11]=[C:12]([N:13]3[CH2:18][CH2:17][N:16]([CH2:19][CH2:20][C@H:21]4[CH2:26][CH2:25][C@H:24]([NH2:27])[CH2:23][CH2:22]4)[CH2:15][CH2:14]3)[C:7]=2[O:6][CH2:5]1.[CH3:28][O:29][C:30]1([C:36](O)=[O:37])[CH2:35][CH2:34][CH2:33][CH2:32][CH2:31]1>>[O:4]1[C:8]2[CH:9]=[CH:10][CH:11]=[C:12]([N:13]3[CH2:18][CH2:17][N:16]([CH2:19][CH2:20][C@H:21]4[CH2:26][CH2:25][C@H:24]([NH:27][C:36]([C:30]5([O:29][CH3:28])[CH2:35][CH2:34][CH2:33][CH2:32][CH2:31]5)=[O:37])[CH2:23][CH2:22]4)[CH2:15][CH2:14]3)[C:7]=2[O:6][CH2:5]1 |f:0.1.2.3|.